This data is from the Open Reaction Database (ORD), a public repository of structured organic reaction records. The task is: describe an organic reaction: reactants, conditions, products, and yield The reactants are CS(=O)(=O)Cl (Methane sulfonyl chloride), NCCOC1=NC(=CC(=N1)C(=O)NOC)N1CCC(CC1)NC(=O)C=1NC(=C(C1Cl)Cl)C (2-(2-aminoethoxy)-6-(4-{[(3,4-dichloro-5-methyl-1H-pyrrol-2-yl)carbonyl]amino}piperidin-1-yl)-N-methoxypyrimidine-4-carboxamide), TEA. Run in CN(C)C=O (DMF). Reaction conditions: temperature 0 celsius, time 15 minute. The product is ClC1=C(NC(=C1Cl)C)C(=O)NC1CCN(CC1)C1=CC(=NC(=N1)OCCNS(=O)(=O)C)C(=O)NOC (6-(4-{[(3,4-Dichloro-5-methyl-1H-pyrrol-2-yl)carbonyl]amino}piperidin-1-yl)-N-methoxy-2-{2-[(methylsulfonyl)amino]ethoxy}pyrimidine-4-carboxamide). Yield: 30.1%. Reaction SMILES: [CH3:1][S:2](Cl)(=[O:4])=[O:3].[NH2:6][CH2:7][CH2:8][O:9][C:10]1[N:15]=[C:14]([C:16]([NH:18][O:19][CH3:20])=[O:17])[CH:13]=[C:12]([N:21]2[CH2:26][CH2:25][CH:24]([NH:27][C:28]([C:30]3[NH:31][C:32]([CH3:37])=[C:33]([Cl:36])[C:34]=3[Cl:35])=[O:29])[CH2:23][CH2:22]2)[N:11]=1>CN(C=O)C>[Cl:35][C:34]1[C:33]([Cl:36])=[C:32]([CH3:37])[NH:31][C:30]=1[C:28]([NH:27][CH:24]1[CH2:23][CH2:22][N:21]([C:12]2[N:11]=[C:10]([O:9][CH2:8][CH2:7][NH:6][S:2]([CH3:1])(=[O:4])=[O:3])[N:15]=[C:14]([C:16]([NH:18][O:19][CH3:20])=[O:17])[CH:13]=2)[CH2:26][CH2:25]1)=[O:29]. Reported procedure: Methane sulfonyl chloride (0.032 ml, 0.412 mmol) was added dropwise to a solution of 2-(2-aminoethoxy)-6-(4-{[(3,4-dichloro-5-methyl-1H-pyrrol-2-yl)carbonyl]amino}piperidin-1-yl)-N-methoxypyrimidine-4-carboxamide (Example 319, 0.20 g, 0.412 mmol), TEA (0.11 ml, 0.824 mmol) and DMF (3 ml) at 0° C. The reaction was stirred for 15 minutes at 0° C. then quenched with water. The aqueous phase was extracted with EtOAc, washed with saturated sodium bicarbonate solution, water and brine. It was dried ov... The reactants are C(Cl)Cl (methylene chloride), C(C1=CC=CC=C1)C(C(C)O)NC(\C=C\C1=CC(=C(C=C1)N1C=NC(=C1)C)OC)=O ((E)-N-(1-benzyl-2-hydroxy propyl)-3-[3-methoxy-4-(4-methyl-1H-imidazol-1-yl)phenyl]acrylamide), CC(=O)OI1(C=2C=CC=CC2C(=O)O1)(OC(=O)C)OC(=O)C (Dess-Martin reagent), O.C([O-])(O)=O.[Na+] (sodium bicarbonate water). The solvent is C(C)(=O)OCC (ethyl acetate). Conditions: time 4 hour. The product is C(C1=CC=CC=C1)C(C(C)=O)NC(\C=C\C1=CC(=C(C=C1)N1C=NC(=C1)C)OC)=O ((E)-N-(1-benzyl-2-oxopropyl)-3-[3-methoxy-4-(4-methyl-1H-imidazol-1-yl)phenyl]acrylamide). Yield: 53.4%. RXN SMILES: C(Cl)Cl.[CH2:4]([CH:11]([NH:15][C:16](=[O:33])/[CH:17]=[CH:18]/[C:19]1[CH:24]=[CH:23][C:22]([N:25]2[CH:29]=[C:28]([CH3:30])[N:27]=[CH:26]2)=[C:21]([O:31][CH3:32])[CH:20]=1)[CH:12]([OH:14])[CH3:13])[C:5]1[CH:10]=[CH:9][CH:8]=[CH:7][CH:6]=1.CC(OI1(OC(C)=O)(OC(C)=O)OC(=O)C2C=CC=CC1=2)=O.O.C(=O)(O)[O-].[Na+]>C(OCC)(=O)C>[CH2:4]([CH:11]([NH:15][C:16](=[O:33])/[CH:17]=[CH:18]/[C:19]1[CH:24]=[CH:23][C:22]([N:25]2[CH:29]=[C:28]([CH3:30])[N:27]=[CH:26]2)=[C:21]([O:31][CH3:32])[CH:20]=1)[C:12](=[O:14])[CH3:13])[C:5]1[CH:6]=[CH:7][CH:8]=[CH:9][CH:10]=1 |f:3.4.5|. Procedure: To a methylene chloride (2.0 mL) solution of (E)-N-(1-benzyl-2-hydroxy propyl)-3-[3-methoxy-4-(4-methyl-1H-imidazol-1-yl)phenyl]acrylamide (29.0 mg), Dess-Martin reagent (60.7 mg) was added. After agitating the reaction solution at room temperature for 4 hours and 30 minutes, a saturated sodium bicarbonate water and ethyl acetate were added to the reaction solution, and the organic layer was partitioned. After the obtained organic layer was washed with a saturated saline solution, it was dried o... Reactants: FC1=C(C=2CCC(N3C=C(C(C(C23)=C1)=O)C(=O)OCC)C)OC (ethyl 6,7-dihydro-9-fluoro-8-methoxy-5-methyl-1-oxo-1H,5H-benzo[ij]quinolizine-2-carboxylate), FC=1C(=C2CCC(NC2=CC1)C)OC (6-fluoro-5-methoxy-1,2,3,4-tetrahydroquinaldine), C(C)OC=C(C(=O)OCC)C(=O)OCC (diethyl ethoxymethylenemalonate), diethyl 2-[N-(6-fluoro-5-methoxy-1,2,3,4-tetrahydroquinaldinyl)]methylenemalonate, polyphosphoric acid. The solvent is O (water), [OH-].[Na+] (sodium hydroxide). Conditions: temperature 140 celsius. Product: FC1=C(C=2CCC(N3C=C(C(C(C23)=C1)=O)C(=O)O)C)OC (6,7-dihydro-9-fluoro-8-methoxy-5-methyl-1-oxo-1H,5H-benzo[ij]quinolizine-2-carboxylic acid). As a reaction SMILES: FC1C(OC)=C2C(=CC=1)NC(C)CC2.C(OC=C(C(OCC)=O)C(OCC)=O)C.[F:30][C:31]1[CH:43]=[C:41]2[C:42]3[N:37]([CH:38]=[C:39]([C:45]([O:47]CC)=[O:46])[C:40]2=[O:44])[CH:36]([CH3:50])[CH2:35][CH2:34][C:33]=3[C:32]=1[O:51][CH3:52]>O.[OH-].[Na+]>[F:30][C:31]1[CH:43]=[C:41]2[C:42]3[N:37]([CH:38]=[C:39]([C:45]([OH:47])=[O:46])[C:40]2=[O:44])[CH:36]([CH3:50])[CH2:35][CH2:34][C:33]=3[C:32]=1[O:51][CH3:52] |f:4.5|. Procedure details: A mixture of 1.2 g of 6-fluoro-5-methoxy-1,2,3,4-tetrahydroquinaldine and 2.5 g of diethyl ethoxymethylenemalonate was heated at 140° C. for 3 hours, and was then cooled to 100° C. To the crude hot diethyl 2-[N-(6-fluoro-5-methoxy-1,2,3,4-tetrahydroquinaldinyl)]methylenemalonate was added 25 g of polyphosphoric acid, and the mixture was heated on a steam bath for one hour. The mixture containing ethyl 6,7-dihydro-9-fluoro-8-methoxy-5-methyl-1-oxo-1H,5H-benzo[ij]quinolizine-2-carboxylate was cool... The reactants are CC(C(C)(C)O1)(C)OB1C2=CC=CC(C3=NOC(C)=N3)=C2, ClC1=CC2=C(C=CN2)C=C1. Reagents/catalysts: CC(C)(C)C1=CC=C(C=C1)C2=CC=C(C=C2)C(C)(C)C, [O-]P(=O)([O-])[O-].[K+].[K+].[K+], CC(C1=CC(C(C)C)=C(C2=CC=CC=C2P(C3CCCCC3)C4CCCCC4)C(C(C)C)=C1)C.NC5=CC=CC=C5C6=CC=CC=[C-]6.Cl[Pd+]. The solvent is C1CCOC1, O (water), C1CCOC1. Conditions: temperature 25 celsius, time 24 hour. Product: CC1=NC(C2=CC(C3=CC4=C(C=C3)C=CN4)=CC=C2)=NO1. Yield: 0.0%. Reactants: C(C)(=O)N1CC(C2=C(C=C(C=C12)C)C)CCBr (1-Acetyl-3-(2-bromoethyl)-4,6-dimethylindoline), [C-]#N.[Na+] (NaCN). Reagents/catalysts: C1COCCOCCOCCOCCOCCO1 (18-crown-6). Run in CC#N (CH3CN). Yields the product C(C)(=O)N1CC(C2=C(C=C(C=C12)C)C)CCC#N (1-acetyl-3-(2-cyanoethyl)-4,6-dimethylindoline). Isolated yield 101.9%. Reaction SMILES: [C:1]([N:4]1[C:12]2[C:7](=[C:8]([CH3:14])[CH:9]=[C:10]([CH3:13])[CH:11]=2)[CH:6]([CH2:15][CH2:16]Br)[CH2:5]1)(=[O:3])[CH3:2].[C-:18]#[N:19].[Na+]>CC#N.C1OCCOCCOCCOCCOCCOC1>[C:1]([N:4]1[C:12]2[C:7](=[C:8]([CH3:14])[CH:9]=[C:10]([CH3:13])[CH:11]=2)[CH:6]([CH2:15][CH2:16][C:18]#[N:19])[CH2:5]1)(=[O:3])[CH3:2] |f:1.2|. Reported procedure: 1-Acetyl-3-(2-bromoethyl)-4,6-dimethylindoline (5.4 g), NaCN (3.7 g) and 18-crown-6 (480 mg) were suspended in CH3CN (50 ml), and the suspension was refluxed for 15 hr. CH3CN was evaporated under reduced pressure. CHCl3 (100 ml) was added, and the mixture was washed with water and dried over anhydrous sodium sulfate. CHCl3 was evaporated under reduced pressure. The residue was purified by silica gel column chromatography (eluent: CHCl3 /MeOH=50/1-10/1) to give 4.5 g of 1-acetyl-3-(2-cyanoethyl)-...